Dataset: the Open Reaction Database (ORD), a public repository of structured organic reaction records. Task: describe an organic reaction: reactants, conditions, products, and yield Starting materials: C[Si](C)(C)CCOCn1cc(C(=O)NC2CCN(S(C)(=O)=O)C2)c2nc(C3CC3)cnc21, ClCCl, O=C(O)C(F)(F)F. Product: CS(=O)(=O)N1CCC(NC(=O)c2c[nH]c3ncc(C4CC4)nc23)C1. Reaction SMILES: [CH3:1][S:2](=[O:3])(=[O:4])[N:5]1[CH2:6][CH:7]([NH:10][C:11](=[O:12])[c:13]2[cH:14][n:15]([CH2:25][O:26][CH2:27][CH2:28][Si:29]([CH3:30])([CH3:31])[CH3:32])[c:16]3[n:17][cH:18][c:19]([CH:22]4[CH2:23][CH2:24]4)[n:20][c:21]23)[CH2:8][CH2:9]1.[Cl:40][CH2:41][Cl:42].[OH:33][C:34]([C:35]([F:36])([F:37])[F:38])=[O:39]>>[CH3:1][S:2](=[O:3])(=[O:4])[N:5]1[CH2:6][CH:7]([NH:10][C:11](=[O:12])[c:13]2[cH:14][nH:15][c:16]3[n:17][cH:18][c:19]([CH:22]4[CH2:23][CH2:24]4)[n:20][c:21]23)[CH2:8][CH2:9]1. Starting materials: BrC=1C=C2C(=C(N=NC2=CC1)[N+](=O)[O-])NC1=CC=C(C=C1)C(C#N)(C)C (2-(4-(6-bromo-3-nitrocinnolin-4-ylamino)phenyl)-2-methylpropanenitrile), O.O.Cl[Sn]Cl (SnCl2.2H2O), C(=O)([O-])[O-].[Na+].[Na+] (Na2CO3). The solvent is CCOC(=O)C (EtOAc). Yields the product NC=1N=NC2=CC=C(C=C2C1NC1=CC=C(C=C1)C(C#N)(C)C)Br (2-(4-(3-amino-6-bromocinnolin-4-ylamino)phenyl)-2-methylpropanenitrile). The yield is 69.1%. Reaction SMILES: [Br:1][C:2]1[CH:3]=[C:4]2[C:9](=[CH:10][CH:11]=1)[N:8]=[N:7][C:6]([N+:12]([O-])=O)=[C:5]2[NH:15][C:16]1[CH:21]=[CH:20][C:19]([C:22]([CH3:26])([CH3:25])[C:23]#[N:24])=[CH:18][CH:17]=1.O.O.Cl[Sn]Cl.C([O-])([O-])=O.[Na+].[Na+]>CCOC(C)=O>[NH2:12][C:6]1[N:7]=[N:8][C:9]2[C:4]([C:5]=1[NH:15][C:16]1[CH:17]=[CH:18][C:19]([C:22]([CH3:25])([CH3:26])[C:23]#[N:24])=[CH:20][CH:21]=1)=[CH:3][C:2]([Br:1])=[CH:11][CH:10]=2 |f:1.2.3,4.5.6|. Procedure: Under N2, an orange solution of 2-(4-(6-bromo-3-nitrocinnolin-4-ylamino)phenyl)-2-methylpropanenitrile (2.5 g, 6.06 mmol) and SnCl2.2H2O (5.21 g, 24.26 mmol) in EtOAc (50 mL) was heated at 45° C. for 3 h. After cooling to r.t., the pH of the mixture was adjusted to 8 with saturated Na2CO3. The mixture was filtered through a Buchner funnel, and the filtrate was collected and concentrated to give 2-(4-(3-amino-6-bromocinnolin-4-ylamino)phenyl)-2-methylpropanenitrile (1.6 g, yield 69%). MS (m/z): 3... Conditions: time 10 hour. Product: COC(=O)COC(C1=CC=C(C=C1)NC(COCC1=CC=CC=C1)=O)=O (4-(2-Benzyloxy-acetylamino)-benzoic acid methoxycarbonylmethyl ester). The reactants are COC(=O)COC(C1=CC=C(C=C1)N)=O (4-amino-benzoic acid methoxycarbonylmethyl ester), C([O-])(O)=O.[Na+] (sodium bicarbonate), C(C1=CC=CC=C1)OCC(=O)Cl (benzyloxy acetyl chloride). Reported procedure: To a mixture of 4-amino-benzoic acid methoxycarbonylmethyl ester 6 (10 grams, 47.84 mmol) and sodium bicarbonate (8 grams, 95.23 mmol) in ethyl acetate (50 mL) at 0° C. is added benzyloxy acetyl chloride (12 grams, 65.04 mmol) drop wise. The reaction mixture is stirred at room temperature for 10 hours. The solids are filtered off, and the ethyl acetate layer is washed with 5% sodium bicarbonate solution (2×25 mL), water (2×25 mL), dried over sodium sulfate, and distilled to give crude 7, which c... The solvent is C(C)(=O)OCC (ethyl acetate). RXN SMILES: [CH3:1][O:2][C:3]([CH2:5][O:6][C:7](=[O:15])[C:8]1[CH:13]=[CH:12][C:11]([NH2:14])=[CH:10][CH:9]=1)=[O:4].C(=O)(O)[O-].[Na+].[CH2:21]([O:28][CH2:29][C:30](Cl)=[O:31])[C:22]1[CH:27]=[CH:26][CH:25]=[CH:24][CH:23]=1>C(OCC)(=O)C>[CH3:1][O:2][C:3]([CH2:5][O:6][C:7](=[O:15])[C:8]1[CH:9]=[CH:10][C:11]([NH:14][C:30](=[O:31])[CH2:29][O:28][CH2:21][C:22]2[CH:27]=[CH:26][CH:25]=[CH:24][CH:23]=2)=[CH:12][CH:13]=1)=[O:4] |f:1.2|. Reactants: C1CCC2=NCCCN2CC1 (DBU), COC1=CC=C(/C=C/C=O)C=C1 ((E)-4-methoxycinnamaldehyde), N(=O)C1=CC=CC=C1 (nitrosobenzene). The reagents and catalysts are catalyst. Run in ClCCl (dichloromethane). Reaction conditions: time 10 minute. Yields the product ON(C(\C=C\C1=CC=C(C=C1)OC)=O)C1=CC=CC=C1 ((E)-N-hydroxy-3-(4-methoxyphenyl)-N-phenylacrylamide). RXN SMILES: C1CCN2C(=NCCC2)CC1.[CH3:12][O:13][C:14]1[CH:23]=[CH:22][C:17](/[CH:18]=[CH:19]/[CH:20]=[O:21])=[CH:16][CH:15]=1.[N:24]([C:26]1[CH:31]=[CH:30][CH:29]=[CH:28][CH:27]=1)=[O:25]>ClCCl>[OH:25][N:24]([C:26]1[CH:31]=[CH:30][CH:29]=[CH:28][CH:27]=1)[C:20](=[O:21])/[CH:19]=[CH:18]/[C:17]1[CH:22]=[CH:23][C:14]([O:13][CH3:12])=[CH:15][CH:16]=1. Reported procedure: DBU (7.5 mg, 0.05 mmol) was added under argon to a solution of (E)-4-methoxycinnamaldehyde (162 mg, 1 mmol), nitrosobenzene (107 mg, 1 mmol) and catalyst (18.2 mg, 0.05 mmol) in dichloromethane (5 mL). The reaction mixture was stirred at room temperature for 10 min. The solvent was removed under vacuum, and the residue was purified by flash silica gel column chromatography using hexane and ethyl acetate as the eluents. The reactants are Cl.ClCCC=1C=NC=CC1 (3-(2-chloroethyl)pyridine hydrochloride), CN(C(C)N)C (N,N-dimethylethane diamine), C([O-])(O)=O.[Na+] (sodium bicarbonate), [I-].[K+] (potassium iodide). The solvent is C(C)O (ethanol). Yields the product CN(C(C)NCCC=1C=NC=CC1)C (N,N-dimethyl N'-[2-(3-pyridyl)ethyl]ethanediamine). Yield: 56.1%. Reaction SMILES: Cl.Cl[CH2:3][CH2:4][C:5]1[CH:6]=[N:7][CH:8]=[CH:9][CH:10]=1.[CH3:11][N:12]([CH3:16])[CH:13]([NH2:15])[CH3:14].C(=O)(O)[O-].[Na+].[I-].[K+]>C(O)C>[CH3:11][N:12]([CH3:16])[CH:13]([NH:15][CH2:3][CH2:4][C:5]1[CH:6]=[N:7][CH:8]=[CH:9][CH:10]=1)[CH3:14] |f:0.1,3.4,5.6|. Procedure: 11 g of 3-(2-chloroethyl)pyridine hydrochloride, 16.3 g of N,N-dimethylethane diamine, 18.5 g of sodium bicarbonate and 13 g of potassium iodide are heated in 150 ml of ethanol for about 30 hours at about 60° C. The solvent is evaporated and the residue is taken up in 100 ml of water before an aqueous solution of 10N NaOH is added to give pH 8; the aqueous phase is then extracted 3 times with 80 ml of ethyl acetate. The pooled organic phases are dried over magnesium sulfate, filtered and concent... The reactants are CSc1ncc(Cc2ccncc2)c(=O)[nH]1, Cc1cc(Cl)cnc1NCCCN, c1ccncc1. The product is Cc1cc(Cl)cnc1NCCCNc1ncc(Cc2ccncc2)c(=O)[nH]1. As a reaction SMILES: [CH3:14][S:15][c:16]1[n:17][cH:18][c:19]([CH2:23][c:24]2[cH:25][cH:26][n:27][cH:28][cH:29]2)[c:20](=[O:22])[nH:21]1.[NH2:1][CH2:2][CH2:3][CH2:4][NH:5][c:6]1[n:7][cH:8][c:9]([Cl:13])[cH:10][c:11]1[CH3:12].[cH:30]1[cH:31][cH:32][n:33][cH:34][cH:35]1>>[NH:1]([CH2:2][CH2:3][CH2:4][NH:5][c:6]1[n:7][cH:8][c:9]([Cl:13])[cH:10][c:11]1[CH3:12])[c:16]1[n:17][cH:18][c:19]([CH2:23][c:24]2[cH:25][cH:26][n:27][cH:28][cH:29]2)[c:20](=[O:22])[nH:21]1. Reactants: C1CCOC1, CC(C)(C)[Si](C)(C)Oc1ccccc1-c1cc(-c2cccc(NC(=O)C3CCC(=O)O3)c2)c(C#N)c(N)n1. The product is N#Cc1c(-c2cccc(NC(=O)C3CCC(=O)O3)c2)cc(-c2ccccc2O)nc1N. Reaction SMILES: [CH2:39]1[O:40][CH2:41][CH2:42][CH2:43]1.[NH2:1][c:2]1[n:3][c:4](-[c:25]2[c:26]([O:31][Si:32]([C:33]([CH3:34])([CH3:35])[CH3:36])([CH3:37])[CH3:38])[cH:27][cH:28][cH:29][cH:30]2)[cH:5][c:6](-[c:10]2[cH:11][c:12]([NH:16][C:17](=[O:18])[CH:19]3[O:20][C:21](=[O:24])[CH2:22][CH2:23]3)[cH:13][cH:14][cH:15]2)[c:7]1[C:8]#[N:9]>>[NH2:1][c:2]1[n:3][c:4](-[c:25]2[c:26]([OH:31])[cH:27][cH:28][cH:29][cH:30]2)[cH:5][c:6](-[c:10]2[cH:11][c:12]([NH:16][C:17](=[O:18])[CH:19]3[O:20][C:21](=[O:24])[CH2:22][CH2:23]3)[cH:13][cH:14][cH:15]2)[c:7]1[C:8]#[N:9]. The reactants are FC=1C=C(C=C(C1)OC)O (3-fluoro-5-methoxy-phenol), suspension, [H-].[Na+] (NaH), FC1=CC(=C(C=O)C=C1)C (4-fluoro-2-methyl-benzaldehyde), Cl (HCl). Run in CCOCC (Et2O), CN(C)C=O (DMF), CN(C)C=O (DMF). Reaction conditions: temperature 60 celsius, time 15 minute. The product is FC=1C=C(OC2=CC(=C(C=O)C=C2)C)C=C(C1)OC (4-(3-Fluoro-5-methoxy-phenoxy)-2-methyl-benzaldehyde). The yield is 31.8%. RXN SMILES: [F:1][C:2]1[CH:3]=[C:4]([OH:10])[CH:5]=[C:6]([O:8][CH3:9])[CH:7]=1.[H-].[Na+].F[C:14]1[CH:21]=[CH:20][C:17]([CH:18]=[O:19])=[C:16]([CH3:22])[CH:15]=1.Cl>CN(C=O)C.CCOCC>[F:1][C:2]1[CH:3]=[C:4]([CH:5]=[C:6]([O:8][CH3:9])[CH:7]=1)[O:10][C:14]1[CH:21]=[CH:20][C:17]([CH:18]=[O:19])=[C:16]([CH3:22])[CH:15]=1 |f:1.2|. Procedure: A 0° C. solution of 3-fluoro-5-methoxy-phenol (2.40 g, 16.9 mmol) in dry DMF (20 mL) is treated with a 60% suspension of NaH (0.74 g, 18.5 mmol) and then stirred for 15 minutes under N2. A solution of 4-fluoro-2-methyl-benzaldehyde (2.33 g, 16.9 mmol) in DMF (10 mL) is added dropwise, and the mixture is warmed to 60° C. for 4 hours. The mixture is cooled and acidified with 1 N HCl. The mixture is then diluted with Et2O and extracted with water. The organic layer is dried (Na2SO4), and the solven...